Task: describe an organic reaction: reactants, conditions, products, and yield. Dataset: the Open Reaction Database (ORD), a public repository of structured organic reaction records The reactants are Brc1cccc(OCc2ccccc2)c1, CC1CC(=O)CCO1, [Mg], C1CCOC1. Product: CC1CC(O)(c2cccc(OCc3ccccc3)c2)CCO1. Reaction SMILES: [CH2:1]([c:2]1[cH:3][cH:4][cH:5][cH:6][cH:7]1)[O:8][c:9]1[cH:10][c:11]([Br:15])[cH:12][cH:13][cH:14]1.[CH3:17][CH:18]1[O:19][CH2:20][CH2:21][C:22](=[O:24])[CH2:23]1.[Mg:16].[O:25]1[CH2:26][CH2:27][CH2:28][CH2:29]1>>[CH2:1]([c:2]1[cH:3][cH:4][cH:5][cH:6][cH:7]1)[O:8][c:9]1[cH:10][c:11]([C:22]2([OH:24])[CH2:21][CH2:20][O:19][CH:18]([CH3:17])[CH2:23]2)[cH:12][cH:13][cH:14]1. RXN SMILES: [CH2:1]([O:5][C:6]([C:8]1[N:9]=[C:10]([Br:19])[C:11]2[C:16]([C:17]=1[OH:18])=[CH:15][CH:14]=[CH:13][CH:12]=2)=[O:7])[CH2:2][CH2:3][CH3:4].[CH2:20](Br)[C:21]1[CH:26]=[CH:25][CH:24]=[CH:23][CH:22]=1.C([O-])([O-])=O.[K+].[K+]>CC(C)=O>[CH2:1]([O:5][C:6]([C:8]1[N:9]=[C:10]([Br:19])[C:11]2[C:16]([C:17]=1[O:18][CH2:20][C:21]1[CH:26]=[CH:25][CH:24]=[CH:23][CH:22]=1)=[CH:15][CH:14]=[CH:13][CH:12]=2)=[O:7])[CH2:2][CH2:3][CH3:4] |f:2.3.4|. Solvent: CC(=O)C (acetone). Yields the product C(CCC)OC(=O)C=1N=C(C2=CC=CC=C2C1OCC1=CC=CC=C1)Br (4-Benzyloxy-1-bromo-isoquinoline-3-carboxylic acid butyl ester). Procedure: A mixture of 1-bromo-4-hydroxy-isoquinoline-3-carboxylic acid butyl ester (6.48 g, 20 mmol; Example D-28 a), benzyl bromide (3.6 ml, 30 mmol), K2CO3 (12.44 g, 90 mmol) and acetone (300 ml) was refluxed with stirring for 2.5 d. The solvent was then evaporated in vacuo. To the residue was added water (100 ml) and the mixture was extracted with EtOAc (100 ml). The organic phase was dried over MgSO4 and evaporated in vacuo to give the title compound as a yellowish solid; MS-(+)-ion: M+1=414.1. Conditions: time 2.5 day. Starting materials: C(CCC)OC(=O)C=1N=C(C2=CC=CC=C2C1O)Br (1-bromo-4-hydroxy-isoquinoline-3-carboxylic acid butyl ester), C(C1=CC=CC=C1)Br (benzyl bromide), C(=O)([O-])[O-].[K+].[K+] (K2CO3). Reactants: CCCCCCCCBr, CC(C)(C)c1cc(CCNCCc2cc(C(C)(C)C)c(O)c(C(C)(C)C)c2)cc(C(C)(C)C)c1O, CC#N, [Na+], [Na+], O=C([O-])[O-]. The product is CCCCCCCCN(CCc1cc(C(C)(C)C)c(O)c(C(C)(C)C)c1)CCc1cc(C(C)(C)C)c(O)c(C(C)(C)C)c1. Reaction SMILES: [Br:36][CH2:37][CH2:38][CH2:39][CH2:40][CH2:41][CH2:42][CH2:43][CH3:44].[C:1]([CH3:2])([CH3:3])([CH3:4])[c:5]1[cH:6][c:7]([CH2:16][CH2:17][NH:18][CH2:19][CH2:20][c:21]2[cH:22][c:23]([C:32]([CH3:33])([CH3:34])[CH3:35])[c:24]([OH:31])[c:25]([C:27]([CH3:28])([CH3:29])[CH3:30])[cH:26]2)[cH:8][c:9]([C:12]([CH3:13])([CH3:14])[CH3:15])[c:10]1[OH:11].[CH3:51][C:52]#[N:53].[Na+:45].[Na+:46].[O-:47][C:48](=[O:49])[O-:50]>>[C:1]([CH3:2])([CH3:3])([CH3:4])[c:5]1[cH:6][c:7]([CH2:16][CH2:17][N:18]([CH2:19][CH2:20][c:21]2[cH:22][c:23]([C:32]([CH3:33])([CH3:34])[CH3:35])[c:24]([OH:31])[c:25]([C:27]([CH3:28])([CH3:29])[CH3:30])[cH:26]2)[CH2:37][CH2:38][CH2:39][CH2:40][CH2:41][CH2:42][CH2:43][CH3:44])[cH:8][c:9]([C:12]([CH3:13])([CH3:14])[CH3:15])[c:10]1[OH:11].